From a dataset of the Open Reaction Database (ORD), a public repository of structured organic reaction records. describe an organic reaction: reactants, conditions, products, and yield Starting materials: CC(C)(C)OC(=O)NC1(c2ccccc2)CCN(Cc2ccccc2)C1, CO, [H][H]. Product: CC(C)(C)OC(=O)NC1(c2ccccc2)CCNC1. RXN SMILES: [C:1]([CH3:2])([CH3:3])([CH3:4])[O:5][C:6]([NH:7][C:8]1([c:20]2[cH:21][cH:22][cH:23][cH:24][cH:25]2)[CH2:9][N:10]([CH2:13][c:14]2[cH:15][cH:16][cH:17][cH:18][cH:19]2)[CH2:11][CH2:12]1)=[O:26].[CH3:29][OH:30].[H:27][H:28]>>[C:1]([CH3:2])([CH3:3])([CH3:4])[O:5][C:6]([NH:7][C:8]1([c:20]2[cH:21][cH:22][cH:23][cH:24][cH:25]2)[CH2:9][NH:10][CH2:11][CH2:12]1)=[O:26].